This data is from the Open Reaction Database (ORD), a public repository of structured organic reaction records. The task is: describe an organic reaction: reactants, conditions, products, and yield Reactants: OC1=CC=C(C(=O)C2=CC=C(CSC3=NC4=CC=CC(=C4C(N3C)=O)C)C=C2)C=C1 (2-[4-(4-hydroxybenzoyl)benzylthio]-3,5-dimethyl-4(3H)-quinazolinone), Cl.ClCCN1CCOCC1 (4-(2-chloroethyl)morpholine hydrochloride), C([O-])([O-])=O.[K+].[K+] (potassium carbonate). Run in CN(C)C=O (DMF). The product is Cl.CN1C(=NC2=CC=CC(=C2C1=O)C)SCC1=CC=C(C=C1)C(C1=CC=C(C=C1)OCCN1CCOCC1)=O (3,5-Dimethyl-2-[4-[4-(2-morpholinoethoxy)benzoyl]-benzylthio]-4(3H)-quinazolinone hydrochloride). The yield is 67.7%. As a reaction SMILES: [OH:1][C:2]1[CH:30]=[CH:29][C:5]([C:6]([C:8]2[CH:28]=[CH:27][C:11]([CH2:12][S:13][C:14]3[N:23]([CH3:24])[C:22](=[O:25])[C:21]4[C:16](=[CH:17][CH:18]=[CH:19][C:20]=4[CH3:26])[N:15]=3)=[CH:10][CH:9]=2)=[O:7])=[CH:4][CH:3]=1.Cl.[Cl:32][CH2:33][CH2:34][N:35]1[CH2:40][CH2:39][O:38][CH2:37][CH2:36]1.C(=O)([O-])[O-].[K+].[K+]>CN(C=O)C>[ClH:32].[CH3:24][N:23]1[C:22](=[O:25])[C:21]2[C:16](=[CH:17][CH:18]=[CH:19][C:20]=2[CH3:26])[N:15]=[C:14]1[S:13][CH2:12][C:11]1[CH:27]=[CH:28][C:8]([C:6](=[O:7])[C:5]2[CH:4]=[CH:3][C:2]([O:1][CH2:33][CH2:34][N:35]3[CH2:40][CH2:39][O:38][CH2:37][CH2:36]3)=[CH:30][CH:29]=2)=[CH:9][CH:10]=1 |f:1.2,3.4.5,7.8|. Reported procedure: A solution of 2-[4-(4-hydroxybenzoyl)benzylthio]-3,5-dimethyl-4(3H)-quinazolinone (366 mg), 4-(2-chloroethyl)morpholine hydrochloride (192 mg) and potassium carbonate (356 mg) in DMF (5 ml) was stirred at 60° C. for 62 hours. This reaction mixture was concentrated and the residue was dissolved in ethyl acetate, washed with water, and dried. Then, hydrogen chloride/ethyl acetate was added and the precipitated hydrochloride was collected by filtration to provide the title compound as colorless sol... Starting materials: CC1=CC=C(C=C1)S(=O)(=O)OC[C@H]1CC2=C(O1)C=1[C@H]3CC[C@@H](C1C(=C2)OC)C3 ([(2R*,6R*,9S*)-5-methoxy-2,3,6,7,8,9-hexahydro-6,9-methanonaphtho[1,2-b]furan-2-yl]methyl 4-methylbenzenesulfonate), [N-]=[N+]=[N-].[Na+] (sodium azide), Intermediate 24. Yields the product N(=[N+]=[N-])C[C@H]1CC2=C(O1)C=1[C@H]3CC[C@@H](C1C(=C2)OC)C3 ((2R*,6R*,9S*)-2-(azidomethyl)-5-methoxy-2,3,6,7,8,9-hexahydro-6,9-methanonaphtho[1,2-b]furan). RXN SMILES: CC1C=CC(S(O[CH2:12][C@@H:13]2[O:17][C:16]3[C:18]4[C@@H:19]5[CH2:28][C@H:22]([C:23]=4[C:24]([O:26][CH3:27])=[CH:25][C:15]=3[CH2:14]2)[CH2:21][CH2:20]5)(=O)=O)=CC=1.[N-:29]=[N+:30]=[N-:31].[Na+]>>[N:29]([CH2:12][C@@H:13]1[O:17][C:16]2[C:18]3[C@@H:19]4[CH2:28][C@H:22]([C:23]=3[C:24]([O:26][CH3:27])=[CH:25][C:15]=2[CH2:14]1)[CH2:21][CH2:20]4)=[N+:30]=[N-:31] |f:1.2|. Reported procedure: Treatment of [(2R*,6R*,9S*)-5-methoxy-2,3,6,7,8,9-hexahydro-6,9-methanonaphtho[1,2-b]furan-2-yl]methyl 4-methylbenzenesulfonate (1.2 g, 2.30 mmol) with sodium azide (0.78 g, 11.99 mmol) generally according to the procedure described for Intermediate 24 gave (2R*,6R*,9S*)-2-(azidomethyl)-5-methoxy-2,3,6,7,8,9-hexahydro-6,9-methanonaphtho[1,2-b]furan. Treatment of the azide with palladium on carbon (10 wt. %, 0.10 g) generally according to the procedure described for Example 2 gave 0.45 g (53%) of...